From a dataset of the Open Reaction Database (ORD), a public repository of structured organic reaction records. describe an organic reaction: reactants, conditions, products, and yield Starting materials: C1(CCCC1)=O (cyclopentanone), CC(C)CCCCCOC(=O)C1=CC=CC=C1C(=O)OCCCCCC(C)C (DIOP), L-(+)-diethyl tartrate, C1(=CC=CC=C1)P(C1=CC=CC=C1)CC1OC2(OC1CP(C1=CC=CC=C1)C1=CC=CC=C1)CCCC2 ((-)-2,3-bis(diphenylphosphinomethyl)-1,4-dioxaspiro[4,4]nonane), ( a ), C1(=CC=C(C=C1)S(=O)(=O)O)C (p-toluenesulphonic acid). The solvent is C1=CC=CC=C1 (benzene). Product: O1C(C(OC12CCCC2)C(=O)OCC)C(=O)OCC (diethyl 1,4-dioxaspiro[4,4]nonan-2,3-dicarboxylate). RXN SMILES: CC(CCC[CH2:7][CH2:8][O:9][C:10]([C:12]1[C:17]([C:18]([O:20][CH2:21][CH2:22]CCCC(C)C)=[O:19])=CC=CC=1)=[O:11])C.C1(P(CC2C(CP(C3C=CC=CC=3)C3C=CC=CC=3)[O:46][C:45]3([CH2:65][CH2:64][CH2:63][CH2:62]3)[O:44]2)C2C=CC=CC=2)C=CC=CC=1.C1(=O)CCCC1.C1(C)C=CC(S(O)(=O)=O)=CC=1>C1C=CC=CC=1>[O:44]1[C:45]2([CH2:65][CH2:64][CH2:63][CH2:62]2)[O:46][CH:17]([C:18]([O:20][CH2:21][CH3:22])=[O:19])[CH:12]1[C:10]([O:9][CH2:8][CH3:7])=[O:11]. Procedure details: Example 4 was repeated in which the DTDR was replaced by an equivalent amount of DODDR and the DIOP was replaced by an equivalent amount of (-)-2,3-bis(diphenylphosphinomethyl)-1,4-dioxaspiro[4,4]nonane, prepared by: (a) reacting L-(+)-diethyl tartrate with cyclopentanone in benzene in the presence of p-toluenesulphonic acid to give diethyl 1,4-dioxaspiro[4,4]nonan-2,3-dicarboxylate, b.p. 154°-158° C./6.0 mm., (b) reducing this with lithium aluminium hydride to give (-)-2,3-O-cyclopentylidene-L-... Yield: 338.8%. Solvent: O (water). Conditions: time 1 hour. RXN SMILES: [CH:1]([C:4]1[C:12]2[O:11][C:10]([C:13]3[CH:18]=[CH:17][C:16]([O:19]C)=[CH:15][CH:14]=3)=[CH:9][C:8]=2[CH:7]=[C:6]([O:21]C)[CH:5]=1)([CH3:3])[CH3:2].Cl.N1C=CC=CC=1>O>[OH:19][C:16]1[CH:17]=[CH:18][C:13]([C:10]2[O:11][C:12]3[C:4]([CH:1]([CH3:2])[CH3:3])=[CH:5][C:6]([OH:21])=[CH:7][C:8]=3[CH:9]=2)=[CH:14][CH:15]=1 |f:1.2|. Product: OC1=CC=C(C=C1)C=1OC2=C(C1)C=C(C=C2C(C)C)O (2-(4-Hydroxy-phenyl)-7-isopropyl-benzofuran-5-ol). The reactants are C(C)(C)C1=CC(=CC=2C=C(OC21)C2=CC=C(C=C2)OC)OC (7-Isopropyl-5-methoxy-2-(4-methoxy-phenyl)-benzofuran), Cl.N1=CC=CC=C1 (Pyridine HCl). Procedure details: 7-Isopropyl-5-methoxy-2-(4-methoxy-phenyl)-benzofuran 117 (0.26 g, 0.88 mmol) and Pyridine HCl (5 g) were heated to 200° C. After 1 hr, the reaction was cooled, diluted with water and extracted with EtOAc. The organic layer was dried over MgSO4, concentrated and the product was purified by column chromatography on silica gel (25% EtOAc/hexane) to give 118 as a solid (0.80 g, 34%): Mp=192–194° C.; 1H NMR (DMSO-d6) δ 9.81 (br s, 1 H), 9.03 (br s, 1 H), 7.68 (d, 2 H, J=8.2 Hz), 6.98 (s, 1 H), 6.86 ... Starting materials: ClC=1N=C(C2=C(N1)C=C(S2)CN2CCN(CC2)S(=O)(=O)C)N2CCOCC2 (2-Chloro-6-(4-methanesulfonyl-piperazin-1-ylmethyl)-4-morpholin-4-yl-thieno[3,2-d]pyrimidine), C(#N)C1=NC=C(C=C1)B1OC(C)(C)C(C)(C)O1 (2-cyanopyridine-5-boronic acid pinacol ester). Yields the product O1CCN(CC1)C=1C2=C(N=C(N1)C=1C=CC(=NC1)C#N)C=C(S2)CN2CCN(CC2)S(=O)(=O)C (5-(4-morpholino-6-((4-N-methylsulfonylpiperazin-1-yl)methyl)thieno[3,2-d]pyrimidin-2-yl)pyridine-2-carbonitrile). As a reaction SMILES: Cl[C:2]1[N:3]=[C:4]([N:22]2[CH2:27][CH2:26][O:25][CH2:24][CH2:23]2)[C:5]2[S:10][C:9]([CH2:11][N:12]3[CH2:17][CH2:16][N:15]([S:18]([CH3:21])(=[O:20])=[O:19])[CH2:14][CH2:13]3)=[CH:8][C:6]=2[N:7]=1.[C:28]([C:30]1[CH:35]=[CH:34][C:33](B2OC(C)(C)C(C)(C)O2)=[CH:32][N:31]=1)#[N:29]>>[O:25]1[CH2:26][CH2:27][N:22]([C:4]2[C:5]3[S:10][C:9]([CH2:11][N:12]4[CH2:17][CH2:16][N:15]([S:18]([CH3:21])(=[O:20])=[O:19])[CH2:14][CH2:13]4)=[CH:8][C:6]=3[N:7]=[C:2]([C:33]3[CH:34]=[CH:35][C:30]([C:28]#[N:29])=[N:31][CH:32]=3)[N:3]=2)[CH2:23][CH2:24]1. Reported procedure: 2-Chloro-6-(4-methanesulfonyl-piperazin-1-ylmethyl)-4-morpholin-4-yl-thieno[3,2-d]pyrimidine, prepared via General Procedure B-3, was reacted with 2-cyanopyridine-5-boronic acid pinacol ester in General Procedure A. Purification on silica gave 280. NMR (CDCL3): 2.68-2.72 (4H, m), 2.82 (3H, s), 3.29-3.33 (4H, m), 3.90 (2H, s), 3.90-3.94 (4H, m), 4.05-4.10 (4H, m), 7.38 (1H, s), 7.80 (1H, d, J=8.1), 8.84 (111, d, J=8.2), 9.75 (1H, s). MS (ESI+): MH+ 541.30 (50%)